This data is from the Open Reaction Database (ORD), a public repository of structured organic reaction records. The task is: describe an organic reaction: reactants, conditions, products, and yield The reactants are FC(C(=O)O)(F)F (trifluoroacetic acid), C(C)(C)(C)OC(=O)NCC1=C(CCCC1)CC(=O)NC1[C@@H]2N(C(=C(CS2)C(C)SC2=NN=NN2)C(=O)O)C1=O (7-{2-[(N-t-Butoxycarbonylamino)methyl-1-cyclohexen-1-yl]acetamido}-3-(1-methyltetrazol-5-ylthiomethyl)-3-cephem-4-carboxylic acid). Solvent: CCOCC (ether). Conditions: time 30 minute. Product: NCC1=C(CCCC1)CC(=O)NC1[C@@H]2N(C(=C(CS2)C(C)SC2=NN=NN2)C(=O)O)C1=O (7-[(2-aminomethyl-1-cyclohexen-1-yl)acetamido]-3-(1-methyltetrazol-5-ylthiomethyl)-3-cephem-4-carboxylic acid). Reaction SMILES: FC(F)(F)C(O)=O.C(OC([NH:15][CH2:16][C:17]1[CH2:22][CH2:21][CH2:20][CH2:19][C:18]=1[CH2:23][C:24]([NH:26][CH:27]1[C:45](=[O:46])[N:29]2[C:30]([C:42]([OH:44])=[O:43])=[C:31]([CH:34]([S:36][C:37]3[NH:41][N:40]=[N:39][N:38]=3)[CH3:35])[CH2:32][S:33][C@H:28]12)=[O:25])=O)(C)(C)C>CCOCC>[NH2:15][CH2:16][C:17]1[CH2:22][CH2:21][CH2:20][CH2:19][C:18]=1[CH2:23][C:24]([NH:26][CH:27]1[C:45](=[O:46])[N:29]2[C:30]([C:42]([OH:44])=[O:43])=[C:31]([CH:34]([S:36][C:37]3[NH:38][N:39]=[N:40][N:41]=3)[CH3:35])[CH2:32][S:33][C@H:28]12)=[O:25]. Procedure: A mixture of trifluoroacetic acid (2 ml.) and 5c (1.30 g., 2.4 mmoles) was stirred magnetically for 30 min. at room temperature. The mixture was diluted with ether (50 ml.) to precipitate the trifluoroacetate of 6c. The trifluoroacetate was suspended in a small amount of water (2 ml.) and the suspension was adjusted at pH 6 with ammonium hydroxide and diluted with acetonitrile (200 ml.) to give 6c which was washed with acetonitrile (50 ml.) and dried. Starting materials: C1CCOC1, Fc1cccc(CBr)c1F, [K+], CN(C)C=O, [OH-], O, Oc1cc(O)nc(S)n1. Yields the product Oc1cc(O)nc(SCc2cccc(F)c2F)n1. As a reaction SMILES: [CH2:28]1[O:29][CH2:30][CH2:31][CH2:32]1.[F:12][c:13]1[c:14]([CH2:15][Br:16])[cH:17][cH:18][cH:19][c:20]1[F:21].[K+:2].[O:22]=[CH:23][N:24]([CH3:25])[CH3:26].[OH-:1].[OH2:27].[SH:3][c:4]1[n:5][c:6]([OH:11])[cH:7][c:8]([OH:10])[n:9]1>>[S:3]([c:4]1[n:5][c:6]([OH:11])[cH:7][c:8]([OH:10])[n:9]1)[CH2:15][c:14]1[c:13]([F:12])[c:20]([F:21])[cH:19][cH:18][cH:17]1. Reactants: FC1=C2C=C(NC2=CC=C1OC1=CC=NC2=CC(=C(C=C12)OC)OCC1(CC1)C(=O)O)C (1-((4-(4-Fluoro-2-methyl-1H-indol-5-yloxy)-6-methoxyquinolin-7-yloxy)methyl)cyclo-propane-carboxylic acid), CCN(C(C)C)C(C)C (DIPEA), C(CCl)Cl (EDC), C=1C=CC2=C(C1)N=NN2O (HOBt), Cl.CNC (dimethylamine hydrochloride). Solvent: C(Cl)Cl (DCM). Run at time 8 hour. The product is FC1=C2C=C(NC2=CC=C1OC1=CC=NC2=CC(=C(C=C12)OC)OCC1(CC1)C(=O)N(C)C)C (1-((4-(4-Fluoro-2-methyl-1H-indol-5-yloxy)-6-methoxyquinolin-7-yloxy)methyl)-N,N-dimethyl-cyclopropanecarboxamide). Reaction SMILES: [F:1][C:2]1[C:10]([O:11][C:12]2[C:21]3[C:16](=[CH:17][C:18]([O:24][CH2:25][C:26]4([C:29]([OH:31])=O)[CH2:28][CH2:27]4)=[C:19]([O:22][CH3:23])[CH:20]=3)[N:15]=[CH:14][CH:13]=2)=[CH:9][CH:8]=[C:7]2[C:3]=1[CH:4]=[C:5]([CH3:32])[NH:6]2.C[CH2:34][N:35](C(C)C)[CH:36](C)C.C(Cl)CCl.C1C=CC2N(O)N=NC=2C=1.Cl.CNC>C(Cl)Cl>[F:1][C:2]1[C:10]([O:11][C:12]2[C:21]3[C:16](=[CH:17][C:18]([O:24][CH2:25][C:26]4([C:29]([N:35]([CH3:36])[CH3:34])=[O:31])[CH2:28][CH2:27]4)=[C:19]([O:22][CH3:23])[CH:20]=3)[N:15]=[CH:14][CH:13]=2)=[CH:9][CH:8]=[C:7]2[C:3]=1[CH:4]=[C:5]([CH3:32])[NH:6]2 |f:4.5|. Procedure details: The product of Example 10 (100 mg) was mixed with DIPEA (1.5 eq), EDC (1.25 eq), HOBt (1 eq) and dimethylamine hydrochloride (3 eq) in DCM (20 ml). The reaction was stirred at RT overnight and washed with NaHCO3 solution, dried. The solution was evaporated and purified with silica gel column to give the titled product (80 mg). Mass: (M+1), 464 Starting materials: ClC1=C(OCCOC2=CC=C(C=C2)CC(CNC(OC(C)(C)C)=O)C2=C(C=C(C=C2)B2OC(C(O2)(C)C)(C)C)C)C(=CC(=C1)C)Cl (tert-butyl {3-{4-[2-(2,6-dichloro-4-methylphenoxy)ethoxy]phenyl}-2-[2-methyl-4-(4,4,5,5-tetramethyl-1,3,2-dioxaborolan-2-yl)phenyl]propyl}carbamate), C(N)(OCCC1=C(C=CC=C1)Br)=O (2-(2-bromophenyl)ethyl carbamate). Yields the product C(C)(C)(C)OC(NCC(CC1=CC=C(C=C1)OCCOC1=C(C=C(C=C1Cl)C)Cl)C1=C(C=C(C=C1)C1=C(C=CC=C1)CCOC(=O)N)C)=O (tert-butyl(2-(2′-{2-[(aminocarbonyl)oxy]ethyl}-3-methylbiphenyl-4-yl)-3-{4-[2-(2,6-dichloro-4-methylphenoxy)ethoxy]phenyl}propyl)carbamate). As a reaction SMILES: [Cl:1][C:2]1[CH:44]=[C:43]([CH3:45])[CH:42]=[C:41]([Cl:46])[C:3]=1[O:4][CH2:5][CH2:6][O:7][C:8]1[CH:13]=[CH:12][C:11]([CH2:14][CH:15]([C:25]2[CH:30]=[CH:29][C:28](B3OC(C)(C)C(C)(C)O3)=[CH:27][C:26]=2[CH3:40])[CH2:16][NH:17][C:18](=[O:24])[O:19][C:20]([CH3:23])([CH3:22])[CH3:21])=[CH:10][CH:9]=1.[C:47](=[O:59])([O:49][CH2:50][CH2:51][C:52]1[CH:57]=[CH:56][CH:55]=[CH:54][C:53]=1Br)[NH2:48]>>[C:20]([O:19][C:18](=[O:24])[NH:17][CH2:16][CH:15]([C:25]1[CH:30]=[CH:29][C:28]([C:53]2[CH:54]=[CH:55][CH:56]=[CH:57][C:52]=2[CH2:51][CH2:50][O:49][C:47]([NH2:48])=[O:59])=[CH:27][C:26]=1[CH3:40])[CH2:14][C:11]1[CH:12]=[CH:13][C:8]([O:7][CH2:6][CH2:5][O:4][C:3]2[C:41]([Cl:46])=[CH:42][C:43]([CH3:45])=[CH:44][C:2]=2[Cl:1])=[CH:9][CH:10]=1)([CH3:23])([CH3:22])[CH3:21]. Procedure: Prepared according to the procedure described in EXAMPLE 7, step 2 using tert-butyl {3-{4-[2-(2,6-dichloro-4-methylphenoxy)ethoxy]phenyl}-2-[2-methyl-4-(4,4,5,5-tetramethyl-1,3,2-dioxaborolan-2-yl)phenyl]propyl}carbamate from EXAMPLE 9, step 1 and 2-(2-bromophenyl)ethyl carbamate (V.7) as starting materials. Purification by column chromatography on silica gel (Combi-Flash by ISCO), eluting with Hex/EtOAc (10 to 75% in 30 min) afforded the desired compound as a colorless oil. The reactants are OC(C(CC)NC(C(CC(=O)N1CCOCC1)CS(=O)(=O)CC1=CC=CC=C1)=O)C=1OC=2C(=NC=CC2)N1 (N-[1-(Hydroxy-oxazolo[4,5-b]pyridin-2-yl-methyl)-propyl]-4-morpholin-4-yl-4-oxo-2-benzylsulfonylmethyl-butyramide), CC(=O)OI1(C=2C=CC=CC2C(=O)O1)(OC(=O)C)OC(=O)C (Dess-Martin periodinane), [O-]S(=O)(=S)[O-].[Na+].[Na+].C(=O)(O)[O-].[Na+] (Na2S2O3 NaHCO3). Run at time 1 hour. Product: N1(CCOCC1)C(CC(C(=O)NC(CC)C(=O)C=1OC=2C(=NC=CC2)N1)CS(=O)(=O)CC1=CC=CC=C1)=O (4-morpholin-4-yl-N-[1-(oxazolo[4,5-b]pyridine-2-carbonyl)-propyl]-4-oxo-2-benzylsulfonylmethyl-butyramide). RXN SMILES: [OH:1][CH:2]([C:30]1[O:31][C:32]2[C:33]([N:38]=1)=[N:34][CH:35]=[CH:36][CH:37]=2)[CH:3]([NH:6][C:7](=[O:29])[CH:8]([CH2:18][S:19]([CH2:22][C:23]1[CH:28]=[CH:27][CH:26]=[CH:25][CH:24]=1)(=[O:21])=[O:20])[CH2:9][C:10]([N:12]1[CH2:17][CH2:16][O:15][CH2:14][CH2:13]1)=[O:11])[CH2:4][CH3:5].CC(OI1(OC(C)=O)(OC(C)=O)OC(=O)C2C=CC=CC1=2)=O.[O-]S([O-])(=S)=O.[Na+].[Na+].C([O-])(O)=O.[Na+]>>[N:12]1([C:10](=[O:11])[CH2:9][CH:8]([CH2:18][S:19]([CH2:22][C:23]2[CH:24]=[CH:25][CH:26]=[CH:27][CH:28]=2)(=[O:20])=[O:21])[C:7]([NH:6][CH:3]([C:2]([C:30]2[O:31][C:32]3[C:33]([N:38]=2)=[N:34][CH:35]=[CH:36][CH:37]=3)=[O:1])[CH2:4][CH3:5])=[O:29])[CH2:17][CH2:16][O:15][CH2:14][CH2:13]1 |f:2.3.4.5.6|. Procedure details: This amide was treated with Dess-Martin periodinane (371 mg 0.75 mmol) at room temperature. After stirring for 1 hour, 5 mls of saturated Na2S2O3—NaHCO3 were added. After a further 0.5 hours, the reaction mixture was extracted with ethyl acetate, washed with brine, dried with MgSO4 and concentrated. The residue was purified with silica gel column chromatography to yield 224 mg of 4-morpholin-4-yl-N-[1-(oxazolo[4,5-b]pyridine-2-carbonyl)-propyl]-4-oxo-2-benzylsulfonylmethyl-butyramide; H1 NMR (DM... Reported procedure: 1-Ethyl-4-hydroxy-1H-pyrazolo[3,4-b]pyridine-5-carboxylic acid, ethyl ester (15 g, 63.8 mmol) was dissolved in phosphorus oxychloride (100 mL), and the resulting solution was heated at reflux for 4 h. The remaining phosphorus oxychloride was removed via evaporation under reduced pressure. The residual light brown solid was recrystallized from EtOH-hexane to afford the title compound as a white solid (14 g, 55.3 mmol, 87%): HPLC (YMC S5 ODS 4.6×50 mm column, 4 minute gradient-0% B to 100% B, 4 mL... Reactants: C(C)N1N=CC=2C1=NC=C(C2O)C(=O)OCC (1-Ethyl-4-hydroxy-1H-pyrazolo[3,4-b]pyridine-5-carboxylic acid, ethyl ester), P(=O)(Cl)(Cl)Cl (phosphorus oxychloride). Reaction SMILES: [CH2:1]([N:3]1[C:7]2=[N:8][CH:9]=[C:10]([C:13]([O:15][CH2:16][CH3:17])=[O:14])[C:11](O)=[C:6]2[CH:5]=[N:4]1)[CH3:2].P(Cl)(Cl)([Cl:20])=O>>[Cl:20][C:11]1[C:10]([C:13]([O:15][CH2:16][CH3:17])=[O:14])=[CH:9][N:8]=[C:7]2[N:3]([CH2:1][CH3:2])[N:4]=[CH:5][C:6]=12. Isolated yield 87.0%. The product is ClC1=C2C(=NC=C1C(=O)OCC)N(N=C2)CC (4-Chloro-1-ethyl-1H-pyrazolo[3,4-b]pyridine-5-carboxylic acid, ethyl ester).